The task is: describe an organic reaction: reactants, conditions, products, and yield. This data is from the Open Reaction Database (ORD), a public repository of structured organic reaction records. Run in [O-]CC.[Na+] (sodium ethoxide), C(C)O (ethanol). Procedure details: Cyclohexylurea (1.3 g, 9 mmol) was dissolved in sodium ethoxide in ethanol (21% w/w, 3 mL) at 75° C. To this solution 5 was added (0.5 g, 1.1 mmol) in one lot. The resulting mixture was stirred at 75° C. for 5 min, then cooled quickly to 40-50° C. TFA (0.5 mL) was added and then 5% aqueous HCl (1N, 0.6 mL). After stirring at room temperature for 1 hr, the mixture was left overnight at 4° C. The solid separated was filtered and refluxed in ethyl acetate (4 mL) for 20 min. The mixture was allowed ... The product is C1(CCCCC1)NC(NC(CCC1=CC=C(OC2=CC=C(C=C2)C(C(=O)O)=CC2=CC(=CC(=C2)OC)OC)C=C1)=O)=O (2-(4-{4-[3-(3-cyclohexylureido)-3-oxopropyl]-phenoxy}-phenyl)-3-(3,5-dimethoxyphenyl)-acrylic acid). Starting materials: C1(CCCCC1)NC(=O)N (Cyclohexylurea), Cl (HCl), COC=1C=C(C=C(C1)OC)C=C(C(=O)O)C1=CC=C(C=C1)OC1=CC=C(C=C1)CCC(=O)OCC (3-(3,5-dimethoxyphenyl)-2-{4-[4-(2-ethoxycarbonyl-ethyl)-phenoxy]-phenyl}-acrylic acid), C(=O)(C(F)(F)F)O (TFA). RXN SMILES: [CH:1]1([NH:7][C:8]([NH2:10])=[O:9])[CH2:6][CH2:5][CH2:4][CH2:3][CH2:2]1.[CH3:11][O:12][C:13]1[CH:14]=[C:15]([CH:21]=[C:22]([C:26]2[CH:31]=[CH:30][C:29]([O:32][C:33]3[CH:38]=[CH:37][C:36]([CH2:39][CH2:40][C:41](OCC)=[O:42])=[CH:35][CH:34]=3)=[CH:28][CH:27]=2)[C:23]([OH:25])=[O:24])[CH:16]=[C:17]([O:19][CH3:20])[CH:18]=1.C(O)(C(F)(F)F)=O.Cl>[O-]CC.[Na+].C(O)C>[CH:1]1([NH:7][C:8](=[O:9])[NH:10][C:41](=[O:42])[CH2:40][CH2:39][C:36]2[CH:35]=[CH:34][C:33]([O:32][C:29]3[CH:28]=[CH:27][C:26]([C:22](=[CH:21][C:15]4[CH:16]=[C:17]([O:19][CH3:20])[CH:18]=[C:13]([O:12][CH3:11])[CH:14]=4)[C:23]([OH:25])=[O:24])=[CH:31][CH:30]=3)=[CH:38][CH:37]=2)[CH2:6][CH2:5][CH2:4][CH2:3][CH2:2]1 |f:4.5|. Conditions: temperature 75 celsius, time 5 minute. Starting materials: O=c1cc(C(F)F)[nH]cc1OCc1ccccc1, CO. The product is O=c1cc(C(F)F)[nH]cc1O. Reaction SMILES: [CH2:1]([c:2]1[cH:3][cH:4][cH:5][cH:6][cH:7]1)[O:8][c:9]1[c:10](=[O:18])[cH:11][c:12]([CH:15]([F:16])[F:17])[nH:13][cH:14]1.[CH3:19][OH:20]>>[OH:8][c:9]1[c:10](=[O:18])[cH:11][c:12]([CH:15]([F:16])[F:17])[nH:13][cH:14]1. The reactants are [BH3-]C#N, CO, [Cl-], [Cl-], [Na+], c1ccc(Oc2cccc3c2CCCN3)cc1, [Zn+2], O=Cc1ncc[nH]1. Product: c1ccc(Oc2cccc3c2CCCN3Cc2ncc[nH]2)cc1. Reaction SMILES: [C:25]([BH3-:26])#[N:27].[CH3:29][OH:30].[Cl-:31].[Cl-:33].[Na+:28].[O:1]([c:2]1[cH:3][cH:4][cH:5][cH:6][cH:7]1)[c:8]1[c:9]2[c:14]([cH:15][cH:16][cH:17]1)[NH:13][CH2:12][CH2:11][CH2:10]2.[Zn+2:32].[nH:18]1[c:19]([CH:23]=[O:24])[n:20][cH:21][cH:22]1>>[O:1]([c:2]1[cH:3][cH:4][cH:5][cH:6][cH:7]1)[c:8]1[c:9]2[c:14]([cH:15][cH:16][cH:17]1)[N:13]([CH2:23][c:19]1[nH:18][cH:22][cH:21][n:20]1)[CH2:12][CH2:11][CH2:10]2. The product is Cc1cc(F)c(N)nc1-n1cc(C(=O)O)c(=O)c2cc(F)c(N3CC(N)C3)c(Cl)c21. As a reaction SMILES: [CH3:1][N:2]([CH3:3])[CH:4]=[O:5].[CH3:39][N:40]1[CH2:41][CH2:42][CH2:43][CH2:44]1.[CH3:45][CH2:46][OH:47].[ClH:32].[ClH:33].[NH2:34][CH:35]1[CH2:36][NH:37][CH2:38]1.[NH2:6][c:7]1[c:8]([F:31])[cH:9][c:10]([CH3:30])[c:11](-[n:13]2[cH:14][c:15]([C:27](=[O:28])[OH:29])[c:16](=[O:26])[c:17]3[cH:18][c:19]([F:25])[c:20]([F:24])[c:21]([Cl:23])[c:22]23)[n:12]1>>[NH2:6][c:7]1[c:8]([F:31])[cH:9][c:10]([CH3:30])[c:11](-[n:13]2[cH:14][c:15]([C:27](=[O:28])[OH:29])[c:16](=[O:26])[c:17]3[cH:18][c:19]([F:25])[c:20]([N:37]4[CH2:36][CH:35]([NH2:34])[CH2:38]4)[c:21]([Cl:23])[c:22]23)[n:12]1. The reactants are CN(C)C=O, CN1CCCC1, CCO, Cl, Cl, NC1CNC1, Cc1cc(F)c(N)nc1-n1cc(C(=O)O)c(=O)c2cc(F)c(F)c(Cl)c21.